Dataset: the Open Reaction Database (ORD), a public repository of structured organic reaction records. Task: describe an organic reaction: reactants, conditions, products, and yield Reactants: C(C)OC(=O)C1=CC=2N(C=C1)N=C(C2C2=CC=NC1=CC=CC=C21)C2=NC=CC=C2 (2-pyridin-2-yl-3-quinolin-4-yl-pyrazolo[1,5-a]pyridine-5-carboxylic acid ethyl ester), C(C(O)C(O)C(=O)[O-])(=O)[O-].[Na+].[K+] (potassium sodium tartarate), C[Al](C)C (trimethylaluminium), CNC (dimethylamine). Solvent: C(Cl)Cl (methylene chloride), C(Cl)Cl (methylene chloride). Reaction conditions: time 1 hour. Yields the product CN(C(=O)C1=CC=2N(C=C1)N=C(C2C2=CC=NC1=CC=CC=C21)C2=NC=CC=C2)C (2-(Pyridin-2-yl)-3-(quinolin-4-yl)-pyrazolo[1,5-a]pyridine-5-carboxylic acid dimethylamide). The yield is 31.0%. RXN SMILES: C[Al](C)C.[CH3:5][NH:6][CH3:7].C([O:10][C:11]([C:13]1[CH:18]=[CH:17][N:16]2[N:19]=[C:20]([C:32]3[CH:37]=[CH:36][CH:35]=[CH:34][N:33]=3)[C:21]([C:22]3[C:31]4[C:26](=[CH:27][CH:28]=[CH:29][CH:30]=4)[N:25]=[CH:24][CH:23]=3)=[C:15]2[CH:14]=1)=O)C.C([O-])(=O)C(C(C([O-])=O)O)O.[Na+].[K+]>C(Cl)Cl>[CH3:5][N:6]([CH3:7])[C:11]([C:13]1[CH:18]=[CH:17][N:16]2[N:19]=[C:20]([C:32]3[CH:37]=[CH:36][CH:35]=[CH:34][N:33]=3)[C:21]([C:22]3[C:31]4[C:26](=[CH:27][CH:28]=[CH:29][CH:30]=4)[N:25]=[CH:24][CH:23]=3)=[C:15]2[CH:14]=1)=[O:10] |f:3.4.5|. Procedure details: Add trimethylaluminium (0.54 mL, 1.08 mmoL) dropwise to a solution of dimethylamine (0.45 mL, 0.90 mmoL) in methylene chloride (1 mL) at 0° C. Warm to room temperature and stir for 1 hour. Add 2-pyridin-2-yl-3-quinolin-4-yl-pyrazolo[1,5-a]pyridine-5-carboxylic acid ethyl ester (177 mg, 0.45 mmol) in methylene chloride (4 mL), and stir at room temperature for 1 hour and at 80° C. for 24 hours. Cool the reaction mixture to room temperature. Add aqueous solution of potassium sodium tartarate (20 mL...